Dataset: the Open Reaction Database (ORD), a public repository of structured organic reaction records. Task: describe an organic reaction: reactants, conditions, products, and yield The reactants are ClC=1C=CC(=C2C=CC(=NC12)C)OC1=CC=CC=C1 (8-chloro-2-methyl-5-phenoxyquinoline), [OH-].[Na+] (sodium hydroxide). The reagents and catalysts are [Pd] (palladium on carbon). The solvent is CO (methanol). Conditions: time 4.5 hour. Yields the product CC1=NC2=CC=CC(=C2C=C1)OC1=CC=CC=C1 (2-methyl-5-phenoxyquinoline). The yield is 101.0%. As a reaction SMILES: Cl[C:2]1[CH:3]=[CH:4][C:5]([O:13][C:14]2[CH:19]=[CH:18][CH:17]=[CH:16][CH:15]=2)=[C:6]2[C:11]=1[N:10]=[C:9]([CH3:12])[CH:8]=[CH:7]2.[OH-].[Na+]>[Pd].CO>[CH3:12][C:9]1[CH:8]=[CH:7][C:6]2[C:11](=[CH:2][CH:3]=[CH:4][C:5]=2[O:13][C:14]2[CH:19]=[CH:18][CH:17]=[CH:16][CH:15]=2)[N:10]=1 |f:1.2|. Procedure details: A Parr bottle was charged with 8-chloro-2-methyl-5-phenoxyquinoline (0.93 g, 3.45 mmol), methanol (20 mL), and 3 M aqueous sodium hydroxide solution (3.79 mL, 11.38 mmol). The bottle was flushed with nitrogen, and 10% palladium on carbon (0.5 g, 0.470 mmol) was added. The mixture was then shaken under an atmosphere of hydrogen (30 psig). After 4.5 h, the mixture was filtered through a pad of Celite. The bottle and filter pad were rinsed with methanol. The filtrate was concentrated under reduced ... The reactants are NC=1C=C(C=CC1)CNC(C(F)(F)F)=O (N-[(3-aminophenyl)methyl]-2,2,2-trifluoroacetamide), O1C=NC=C1C=1C=C(C=CC1)NC1=NC=CC(=N1)C=1C(=NN2C1C=CC=C2)C=2C=C(C=CC2)NC(CC=2SC=CC2)=O (N-{3-[3-(2-{[3-(1,3-Oxazol-5-yl)phenyl]amino}-4-pyrimidinyl)pyrazolo[1,5-a]pyridin-2-yl]phenyl}-2-(2-thienyl)acetamide). Reagents/catalysts: Cl (HCl). Solvent: CC(C)O (i-PrOH), C(Cl)Cl (DCM). Reaction conditions: temperature 180 celsius. The product is FC(C(=O)NCC1=CC(=CC=C1)NC1=NC=CC(=N1)C=1C(=NN2C1C=CC=C2)C2=CC(=CC=C2)NC(CC=2SC=CC2)=O)(F)F (2,2,2-Trifluoro-N-[(3-{[4-(2-{3-[(2-thienylacetyl)amino]phenyl}-pyrazolo[1,5-a]pyridin-3-yl)-2-pyrimidinyl]amino}phenyl)methyl]acetamide). Isolated yield 67.0%. RXN SMILES: [NH2:1][C:2]1[CH:3]=[C:4]([CH2:8][NH:9][C:10](=[O:15])[C:11]([F:14])([F:13])[F:12])[CH:5]=[CH:6][CH:7]=1.O1C(C2C=C(N[C:28]3[N:33]=[C:32]([C:34]4[C:35]([C:43]5[CH:44]=[C:45]([NH:49][C:50](=[O:57])[CH2:51][C:52]6[S:53][CH:54]=[CH:55][CH:56]=6)[CH:46]=[CH:47][CH:48]=5)=[N:36][N:37]5[CH:42]=[CH:41][CH:40]=[CH:39][C:38]=45)[CH:31]=[CH:30][N:29]=3)C=CC=2)=CN=C1>CC(O)C.Cl.C(Cl)Cl>[F:14][C:11]([F:12])([F:13])[C:10]([NH:9][CH2:8][C:4]1[CH:5]=[CH:6][CH:7]=[C:2]([NH:1][C:28]2[N:33]=[C:32]([C:34]3[C:35]([C:43]4[CH:48]=[CH:47][CH:46]=[C:45]([NH:49][C:50](=[O:57])[CH2:51][C:52]5[S:53][CH:54]=[CH:55][CH:56]=5)[CH:44]=4)=[N:36][N:37]4[CH:42]=[CH:41][CH:40]=[CH:39][C:38]=34)[CH:31]=[CH:30][N:29]=2)[CH:3]=1)=[O:15]. Procedure: A suspension of N-[(3-aminophenyl)methyl]-2,2,2-trifluoroacetamide (46 mg, 0.21 mmol) and N-{3-[3-(2-chloro-4-pyrimidinyl)pyrazolo[1,5-a]pyridin-2-yl]phenyl}-2-(2-thienyl)acetamide (75 mg, 0.17 mmol) (see Example 2, Step B) in i-PrOH (3 mL) was acidified with 2 drops of 12 N HCl and heated in a microwave for 15 min. at 180° C. The reaction mixture was then diluted with DCM, washed with saturated aqueous NaHCO3, dried over Na2SO4, and adsorbed onto silica gel. The crude product was purified by co... Starting materials: COc1ccc(Cn2nc(N3CCC(N(C)C)CC3)c3c(Oc4ccc(NC(=O)C56CC5CN(c5ccc(F)cc5)C6=O)cc4F)ccnc32)cc1, O=C(O)C(F)(F)F. Product: CN(C)C1CCN(c2n[nH]c3nccc(Oc4ccc(NC(=O)C56CC5CN(c5ccc(F)cc5)C6=O)cc4F)c23)CC1. Reaction SMILES: [CH3:1][O:2][c:3]1[cH:4][cH:5][c:6]([CH2:7][n:8]2[n:9][c:10]([N:42]3[CH2:43][CH2:44][CH:45]([N:48]([CH3:49])[CH3:50])[CH2:46][CH2:47]3)[c:11]3[c:12]2[n:13][cH:14][cH:15][c:16]3[O:17][c:18]2[c:19]([F:41])[cH:20][c:21]([NH:24][C:25](=[O:26])[C:27]34[C:28](=[O:40])[N:29]([c:33]5[cH:34][cH:35][c:36]([F:39])[cH:37][cH:38]5)[CH2:30][CH:31]3[CH2:32]4)[cH:22][cH:23]2)[cH:51][cH:52]1.[F:53][C:54]([F:55])([F:56])[C:57]([OH:58])=[O:59]>>[nH:8]1[n:9][c:10]([N:42]2[CH2:43][CH2:44][CH:45]([N:48]([CH3:49])[CH3:50])[CH2:46][CH2:47]2)[c:11]2[c:12]1[n:13][cH:14][cH:15][c:16]2[O:17][c:18]1[c:19]([F:41])[cH:20][c:21]([NH:24][C:25](=[O:26])[C:27]23[C:28](=[O:40])[N:29]([c:33]4[cH:34][cH:35][c:36]([F:39])[cH:37][cH:38]4)[CH2:30][CH:31]2[CH2:32]3)[cH:22][cH:23]1. The reactants are solution, CC(C)([O-])C.[K+] (potassium tert-butoxide), lactols, C(C)(C)(C)OC.CCCCCC (MTBE Hxn), [PH5] (phosphorane), O1C(CCC1)O (oxolan-2-ol), C1(=CC=CC=C1)P(C1=CC=CC=C1)(C1=CC=CC=C1)=O (triphenylphosphine oxide). The reagents and catalysts are [Br-].C[P+](C1=CC=CC=C1)(C1=CC=CC=C1)C1=CC=CC=C1 (methyltriphenylphosphonium bromide). The solvent is O1CCCC1 (tetrahydrofuran), O1CCCC1 (tetrahydrofuran), C(C)(C)(C)OC (methyl tert-butyl ether), CCCCCC (hexane). Yields the product CC(CO)(C(C=C)OCC1=CC=CC=C1)C ((3R/S)-2,2-Dimethyl-3-(phenylmethoxy)pent-4-en-1-ol). The yield is 61.0%. Reaction SMILES: [CH3:1][C:2]([CH3:5])([O-])[CH3:3].[K+].[PH5].O1[CH2:12][CH2:11][CH2:10][CH:9]1[OH:13].[C:14]1(P(=O)(C2C=CC=CC=2)C2C=CC=CC=2)[CH:19]=CC=C[CH:15]=1.C([O:38]C)(C)(C)C.[CH3:40][CH2:41][CH2:42]CCC>[Br-].C[P+](C1C=CC=CC=1)(C1C=CC=CC=1)C1C=CC=CC=1.O1CCCC1.CCCCCC.C(OC)(C)(C)C>[CH3:1][C:2]([CH3:5])([CH:40]([O:13][CH2:9][C:10]1[CH:11]=[CH:12][CH:19]=[CH:14][CH:15]=1)[CH:41]=[CH2:42])[CH2:3][OH:38] |f:0.1,5.6,7.8|. Procedure details: Following the general procedure for the methylenation of lactols by Wittig-olefination (Description 4, Method A), 100 g (280 mmol) of methyltriphenylphosphonium bromide was reacted overnight at room temperature with 270 mL (270 mmol) of a one molar (1.0 μl) solution of potassium tert-butoxide (KOtBu) in 350 mL of anhydrous tetrahydrofuran (THF). The phosphorane was subsequently reacted in situ at ca. 0° C. (icebath) with 29.7 g (134 mmol) of (2R/S)(3R/S)-4,4-dimethyl-3-phenylmethoxy)oxolan-2-ol ... Reactants: crude product, ClC=1C=CC2=C(C3=C(C=C(C(N3CC2)=O)C2=CC=CC=C2)C(=O)O)C1 (10-chloro-6,7-dihydro-4-oxo-3-phenyl-4H-benzo[a]quinolizine-1-carboxylic acid), C(C)(=O)OCC (ethyl acetate), C(C(=O)Cl)(=O)Cl (oxalyl chloride), CN(C=O)C (N,N-dimethylformamide), C(C(=O)Cl)(=O)Cl (oxalyl chloride), CN(C=O)C (N,N-dimethylformamide). The solvent is C(Cl)Cl (methylene chloride), COC(C)(C)C (tert.-butyl methyl ether). Reaction conditions: time 30 minute. Product: ClC=1C=CC2=C(C3=C(C=C(C(N3CC2)=O)C2=CC=CC=C2)C(=O)N2C[C@H](CC2)OCC)C1 ((S)-1-[(10-chloro-6,7-dihydro-4-oxo-3-phenyl-4H-benzo[a]quinolizin-1-yl)carbonyl]-3-ethoxypyrrolidine). RXN SMILES: [Cl:1][C:2]1[CH:3]=[CH:4][C:5]2[CH2:14][CH2:13][N:12]3[C:7](=[C:8]([C:22]([OH:24])=O)[CH:9]=[C:10]([C:16]4[CH:21]=[CH:20][CH:19]=[CH:18][CH:17]=4)[C:11]3=[O:15])[C:6]=2[CH:25]=1.C(Cl)(=O)C(Cl)=O.[CH3:32][N:33]([CH3:36])C=O.[C:37]([O:40][CH2:41][CH3:42])(=O)[CH3:38]>C(Cl)Cl.COC(C)(C)C>[Cl:1][C:2]1[CH:3]=[CH:4][C:5]2[CH2:14][CH2:13][N:12]3[C:7](=[C:8]([C:22]([N:33]4[CH2:32][CH2:38][C@H:37]([O:40][CH2:41][CH3:42])[CH2:36]4)=[O:24])[CH:9]=[C:10]([C:16]4[CH:17]=[CH:18][CH:19]=[CH:20][CH:21]=4)[C:11]3=[O:15])[C:6]=2[CH:25]=1. Procedure details: 7.04 g of 10-chloro-6,7-dihydro-4-oxo-3-phenyl-4H-benzo[a]quinolizine-1-carboxylic acid are suspended in 100 ml of ethyl acetate under argon and treated with 2.1 ml of oxalyl chloride. Subsequently, 0.2 ml of N,N-dimethylformamide is added, whereby an evolution of gas is observed. The mixture is left to stir at room temperature for 30 minutes, a further 0.2 ml of oxalyl chloride and thereupon 0.1 ml of N,N-dimethylformamide are added thereto and the mixture is left to stir at room temperature fo... Product: O=C(COc1ccc(-c2nnn[nH]2)cc1)NN=C1C(=O)Nc2ccc(Br)cc21. Starting materials: O=C1Nc2ccc(Br)cc2C1=O, CC(=O)O, NNC(=O)COc1ccc(-c2nnn[nH]2)cc1. RXN SMILES: [Br:1][c:2]1[cH:3][c:4]2[c:8]([cH:9][cH:10]1)[NH:7][C:6](=[O:11])[C:5]2=[O:12].[CH3:30][C:31](=[O:32])[OH:33].[nH:13]1[n:14][n:15][n:16][c:17]1-[c:18]1[cH:19][cH:20][c:21]([O:22][CH2:23][C:24](=[O:25])[NH:26][NH2:27])[cH:28][cH:29]1>>[Br:1][c:2]1[cH:3][c:4]2[c:8]([cH:9][cH:10]1)[NH:7][C:6](=[O:11])[C:5]2=[N:27][NH:26][C:24]([CH2:23][O:22][c:21]1[cH:20][cH:19][c:18](-[c:17]2[n:13][n:14][n:15][nH:16]2)[cH:29][cH:28]1)=[O:25]. The reactants are ClC1=CC=C2C(C(NC2=C1)=O)=O (6-chloroisatin), ClC1=C(C=C2C(C(NC2=C1)=O)=O)[N+](=O)[O-] (6-chloro-5-nitroisatin), ClC1=C(C=C2C=CNC2=C1)[N+](=O)[O-] (6-chloro-5-nitroindole), 6-chloro-5-nitrogramine, ClC1=C(C=C2C(=CNC2=C1)CC#N)[N+](=O)[O-] (6-chloro-5-nitroindole-3-acetonitrile), [H][H] (hydrogen). Reagents/catalysts: [Pd] (Pd/C). Solvent: CCO (EtOH). Yields the product NC=1C=C2C(=CNC2=CC1Cl)CC#N (5-Amino-6-chloroindole-3-acetonitrile). RXN SMILES: ClC1C=C2C(C(=O)C(=O)N2)=CC=1.ClC1C=C2C(C(=O)C(=O)N2)=CC=1[N+]([O-])=O.ClC1C=C2C(C=CN2)=CC=1[N+]([O-])=O.[Cl:41][C:42]1[CH:50]=[C:49]2[C:45]([C:46]([CH2:51][C:52]#[N:53])=[CH:47][NH:48]2)=[CH:44][C:43]=1[N+:54]([O-])=O.[H][H]>[Pd].CCO>[NH2:54][C:43]1[CH:44]=[C:45]2[C:49](=[CH:50][C:42]=1[Cl:41])[NH:48][CH:47]=[C:46]2[CH2:51][C:52]#[N:53]. Procedure details: This intermediate was prepared by the sequence 6-chloroisatin, 6-chloro-5-nitroisatin, 6-chloro-5-nitroindole, 6-chloro-5-nitrogramine and 6-chloro-5-nitroindole-3-acetonitrile which was hydrogenated with 10% Pd/C until 3 equiv. of hydrogen were taken up. The catalyst was removed by filtration and the residue concentrated in vacuo to give a dark brown solid. Trituration with cold EtOH gave desired pure product. Starting materials: [O-]CC.[Na+] (sodium ethoxide), Cl (hydrochloric acid), ClC1=CC=C(C(=N)N)C=C1 (4-chlorobenzamidine), C(CC(=O)OCC)(=O)OCC (diethyl malonate). Solvent: C(C)O (ethanol), C(C)O (ethanol). Run at temperature 40 celsius, time 96 hour. Product: ClC1=CC=C(C=C1)C1=NC(=CC(=N1)O)O (2-(4-Chlorophenyl)pyrimidine-4,6-diol). Reaction SMILES: [O-]CC.[Na+].[Cl:5][C:6]1[CH:14]=[CH:13][C:9]([C:10]([NH2:12])=[NH:11])=[CH:8][CH:7]=1.[C:15](OCC)(=[O:22])[CH2:16][C:17](OCC)=[O:18].Cl>C(O)C>[Cl:5][C:6]1[CH:14]=[CH:13][C:9]([C:10]2[N:12]=[C:17]([OH:18])[CH:16]=[C:15]([OH:22])[N:11]=2)=[CH:8][CH:7]=1 |f:0.1|. Procedure details: To sodium ethoxide (48 ml of a 21% wt solution in ethanol diluted with a further 130 ml ethanol) was added 4-chlorobenzamidine (8 g) and diethyl malonate (6.67 ml) and the solution left to stir at 40° C. for 96 hrs. The reaction mixture was subsequently cooled to 5° C. and acidified cautiously to pH 2 using concentrated hydrochloric acid. The solid thus precipitated was filtered, washed with excess cold water, then 50 ml diethyl ether and dried in vacuo yielding the title compound (7.51 g). The reactants are BrC1=CC=C(C=C1)N1CCN(CC1)C(=O)OC(C)(C)C (1-(4-bromophenyl)-4-(tert-butoxycarbonyl)piperazine), C1(=CC=CC=C1)C (toluene), [Li]CCCC (nBuLi), CN(C)C=O (DMF). Run at temperature 0 celsius, time 15 minute. Yields the product C(C)(C)(C)OC(=O)N1CCN(CC1)C1=CC=C(C=O)C=C1 (4-[4-(tert-butoxycarbonyl)-1-piperazinyl]benzaldehyde). Reaction SMILES: Br[C:2]1[CH:7]=[CH:6][C:5]([N:8]2[CH2:13][CH2:12][N:11]([C:14]([O:16][C:17]([CH3:20])([CH3:19])[CH3:18])=[O:15])[CH2:10][CH2:9]2)=[CH:4][CH:3]=1.C1(C)C=CC=CC=1.[Li]CCCC.CN([CH:36]=[O:37])C>>[C:17]([O:16][C:14]([N:11]1[CH2:12][CH2:13][N:8]([C:5]2[CH:6]=[CH:7][C:2]([CH:36]=[O:37])=[CH:3][CH:4]=2)[CH2:9][CH2:10]1)=[O:15])([CH3:20])([CH3:19])[CH3:18]. Reported procedure: To a −78° C. solution of 1-(4-bromophenyl)-4-(tert-butoxycarbonyl)piperazine (9.98 g, 29.2 mmol, prepared as described in Example 1) in TI (70 mL) and toluene (70 mL) was added nBuLi (1.6 M in hexanes, 19 mL, 30.4 mmol) at a rate to maintain an internal temperature below −65° C. The resulting solution was stirred 15 min, then treated with DMF (5 mL). The mixture was stirred 30 min at −78° C., then allowed to warm to 0° C., quenched with saturated ammonium chloride and extracted with ethyl acetat... Reactants: O=C(OCc1ccccc1)N1CCC(c2nnn[nH]2)CC1, CCO, [H][H]. Product: C1CC(c2nnn[nH]2)CCN1. As a reaction SMILES: [CH2:1]([O:2][C:3](=[O:4])[N:11]1[CH2:12][CH2:13][CH:14]([c:17]2[n:18][n:19][n:20][nH:21]2)[CH2:15][CH2:16]1)[c:5]1[cH:6][cH:7][cH:8][cH:9][cH:10]1.[CH3:24][CH2:25][OH:26].[H:22][H:23]>>[NH:11]1[CH2:12][CH2:13][CH:14]([c:17]2[n:18][n:19][n:20][nH:21]2)[CH2:15][CH2:16]1.